From a dataset of the Open Reaction Database (ORD), a public repository of structured organic reaction records. describe an organic reaction: reactants, conditions, products, and yield Starting materials: CCN(CC)CCCNc1nc(NC2CCNCC2)c2ccccc2n1, CN(C)CCCNc1nc(NC2CCNCC2)c2ccccc2n1, CO, O=Cc1ccccc1-n1cccc1. The product is CCN(CC)CCCNc1nc(NC2CCN(Cc3ccccc3-n3cccc3)CC2)c2ccccc2n1. RXN SMILES: [CH2:1]([CH3:2])[N:3]([CH2:4][CH2:5][CH2:6][NH:7][c:8]1[n:9][c:10]2[cH:11][cH:12][cH:13][cH:14][c:15]2[c:16]([NH:18][CH:19]2[CH2:20][CH2:21][NH:22][CH2:23][CH2:24]2)[n:17]1)[CH2:25][CH3:26].[CH3:27][N:28]([CH3:29])[CH2:30][CH2:31][CH2:32][NH:33][c:34]1[n:35][c:36]([NH:37][CH:38]2[CH2:39][CH2:40][NH:41][CH2:42][CH2:43]2)[c:44]2[c:45]([cH:46][cH:47][cH:48][cH:49]2)[n:50]1.[CH3:64][OH:65].[n:51]1(-[c:56]2[c:57]([CH:58]=[O:59])[cH:60][cH:61][cH:62][cH:63]2)[cH:52][cH:53][cH:54][cH:55]1>>[CH2:1]([CH3:2])[N:3]([CH2:4][CH2:5][CH2:6][NH:7][c:8]1[n:9][c:10]2[cH:11][cH:12][cH:13][cH:14][c:15]2[c:16]([NH:18][CH:19]2[CH2:20][CH2:21][N:22]([CH2:58][c:57]3[c:56](-[n:51]4[cH:52][cH:53][cH:54][cH:55]4)[cH:63][cH:62][cH:61][cH:60]3)[CH2:23][CH2:24]2)[n:17]1)[CH2:25][CH3:26].